From a dataset of the Open Reaction Database (ORD), a public repository of structured organic reaction records. describe an organic reaction: reactants, conditions, products, and yield Starting materials: OC1=C(C=C(C=C1)SC1=CC(=C(C=C1)O)C)C (bis-(4-hydroxy-3-methylphenyl)-sulfide), C(=O)([O-])[O-].[Cs+].[Cs+] (Cs2CO3), CN(C)C=O (DMF), BrCC(=O)OC(C)(C)C (tert-butyl bromoacetate). Solvent: O (water). Conditions: time 8 hour. Yields the product C(C)(C)(C)OC(COC1=C(C=C(C=C1)SC1=CC(=C(C=C1)O)C)C)=O ([4-(4-Hydroxy-3-methyl-phenylsulfanyl)-2-methyl-phenoxy]-acetic acid tert-butyl ester). RXN SMILES: [OH:1][C:2]1[CH:7]=[CH:6][C:5]([S:8][C:9]2[CH:14]=[CH:13][C:12]([OH:15])=[C:11]([CH3:16])[CH:10]=2)=[CH:4][C:3]=1[CH3:17].C([O-])([O-])=O.[Cs+].[Cs+].CN(C=O)C.Br[CH2:30][C:31]([O:33][C:34]([CH3:37])([CH3:36])[CH3:35])=[O:32]>O>[C:34]([O:33][C:31](=[O:32])[CH2:30][O:1][C:2]1[CH:7]=[CH:6][C:5]([S:8][C:9]2[CH:14]=[CH:13][C:12]([OH:15])=[C:11]([CH3:16])[CH:10]=2)=[CH:4][C:3]=1[CH3:17])([CH3:37])([CH3:36])[CH3:35] |f:1.2.3|. Procedure: An oven-dried 100 mL round-bottomed flask was charged with bis-(4-hydroxy-3-methylphenyl)-sulfide (8.6 g, 34.9 mmol), finely powdered Cs2CO3 (11.9 g, 36.7 mmol), and anhydrous DMF (35 mL). Next, tert-butyl bromoacetate (5.2 mL, 34.9 mmol, Aldrich) was added dropwise, and the reaction was stirred vigorously overnight at room temperature. The reaction was poured into 500 mL of water and extracted with 3×50 mL of methylene chloride. The combined organics were washed with 2×150 mL of water, dried ov... Starting materials: Cc1cc(C)cc(Oc2[nH]c(=O)[nH]c(=O)c2C(C)C)c1, CC=CCS(C)(=O)=O, [I-], [K+], [K+], [Li+], O=C([O-])[O-], CN(C)C=O. Product: CC=CCn1c(Oc2cc(C)cc(C)c2)c(C(C)C)c(=O)[nH]c1=O. RXN SMILES: [CH3:1][c:2]1[cH:3][c:4]([O:5][c:6]2[c:7]([CH:14]([CH3:15])[CH3:16])[c:8](=[O:13])[nH:9][c:10](=[O:12])[nH:11]2)[cH:17][c:18]([CH3:20])[cH:19]1.[CH3:29][S:30](=[O:31])(=[O:32])[CH2:33][CH:34]=[CH:35][CH3:36].[I-:27].[K+:21].[K+:22].[Li+:28].[O-:23][C:24]([O-:25])=[O:26].[O:37]=[CH:38][N:39]([CH3:40])[CH3:41]>>[CH3:1][c:2]1[cH:3][c:4]([O:5][c:6]2[c:7]([CH:14]([CH3:15])[CH3:16])[c:8](=[O:13])[nH:9][c:10](=[O:12])[n:11]2[CH2:33][CH:34]=[CH:35][CH3:36])[cH:17][c:18]([CH3:20])[cH:19]1. Starting materials: CCOC(=O)C(C(=O)OCC)c1ccc(Br)cc1[N+](=O)[O-], CCO, Cl, O. Product: CCOC(=O)Cc1ccc(Br)cc1[N+](=O)[O-]. RXN SMILES: [CH2:2]([CH3:3])[O:4][C:5]([CH:6]([C:7]([O:8][CH2:9][CH3:10])=[O:11])[c:12]1[c:13]([N+:19](=[O:20])[O-:21])[cH:14][c:15]([Br:18])[cH:16][cH:17]1)=[O:22].[CH3:24][CH2:25][OH:26].[ClH:1].[OH2:23]>>[CH2:2]([CH3:3])[O:4][C:5]([CH2:6][c:12]1[c:13]([N+:19](=[O:20])[O-:21])[cH:14][c:15]([Br:18])[cH:16][cH:17]1)=[O:22]. Starting materials: CCc1cccc2c(C)c(CO)[nH]c12, ClCCl. Product: CCc1cccc2c(C)c(C=O)[nH]c12. RXN SMILES: [CH2:1]([CH3:2])[c:3]1[cH:4][cH:5][cH:6][c:7]2[c:8]([CH3:14])[c:9]([CH2:12][OH:13])[nH:10][c:11]12.[Cl:15][CH2:16][Cl:17]>>[CH2:1]([CH3:2])[c:3]1[cH:4][cH:5][cH:6][c:7]2[c:8]([CH3:14])[c:9]([CH:12]=[O:13])[nH:10][c:11]12. The reactants are CCc1cccc(CC)c1-c1cc2ccn(-c3ccc(C(C)C)cc3)c2cn1, ClCCl, O=C1CCC(=O)N1Br. Product: CCc1cccc(CC)c1-c1cc2c(Br)cn(-c3ccc(C(C)C)cc3)c2cn1. Reaction SMILES: [CH2:1]([CH3:2])[c:3]1[c:4](-[c:11]2[cH:12][c:13]3[c:14]([cH:15][n:16]2)[n:17](-[c:20]2[cH:21][cH:22][c:23]([CH:26]([CH3:27])[CH3:28])[cH:24][cH:25]2)[cH:18][cH:19]3)[c:5]([CH2:9][CH3:10])[cH:6][cH:7][cH:8]1.[Cl:37][CH2:38][Cl:39].[O:29]=[C:30]1[N:31]([Br:36])[C:32](=[O:33])[CH2:34][CH2:35]1>>[CH2:1]([CH3:2])[c:3]1[c:4](-[c:11]2[cH:12][c:13]3[c:14]([cH:15][n:16]2)[n:17](-[c:20]2[cH:21][cH:22][c:23]([CH:26]([CH3:27])[CH3:28])[cH:24][cH:25]2)[cH:18][c:19]3[Br:36])[c:5]([CH2:9][CH3:10])[cH:6][cH:7][cH:8]1. Reactants: C12CNCCC2CN1C1=NC2=CC=CC=C2N=C1 (2-(3,8-diaza-bicyclo[4.2.0]oct-8-yl)-quinoxaline), C1(=C(C=CC=C1)C(=O)N1CC2CNC2C1)C1=CC=CC=C1 (Biphenyl-2-yl-(3,6-diaza-bicyclo[3.2.0]hept-3-yl)-methanone), ClC1=NC=CC(=N1)C (2-chloro-4-methylpyrimidine). Product: C1(=C(C=CC=C1)C(=O)N1CC2CN(C2C1)C1=NC=CC(=N1)C)C1=CC=CC=C1 (3-(Biphenyl-2-ylcarbonyl)-6-(4-methylpyrimidin-2-yl)-3,6-diazabicyclo[3.2.0]heptane). Reaction SMILES: C12[N:8]([C:9]3C=N[C:16]4[C:11](=CC=[CH:14][CH:15]=4)[N:10]=3)CC1CCNC2.[C:19]1([C:34]2[CH:39]=[CH:38][CH:37]=[CH:36][CH:35]=2)[CH:24]=[CH:23][CH:22]=[CH:21][C:20]=1[C:25]([N:27]1[CH2:33][CH:32]2[CH:29]([CH2:30][NH:31]2)[CH2:28]1)=[O:26].ClC1N=C(C)C=CN=1>>[C:19]1([C:34]2[CH:39]=[CH:38][CH:37]=[CH:36][CH:35]=2)[CH:24]=[CH:23][CH:22]=[CH:21][C:20]=1[C:25]([N:27]1[CH2:33][CH:32]2[CH:29]([CH2:30][N:31]2[C:9]2[N:8]=[C:15]([CH3:14])[CH:16]=[CH:11][N:10]=2)[CH2:28]1)=[O:26]. Procedure: The title compound was prepared in a manner analogous to Intermediate 2, Step A, using Intermediate 19 and 2-chloro-4-methylpyrimidine. MS (ESI) mass calcd. for C23H22N4O, 370.46; m/z found, 371.2 [M+H]+. Reactants: [OH-].[Na+] (sodium hydroxide), Cl.O1CC(CC2=CC=CC=C12)CCNCCC(=O)OC (N-[2-(chroman-3-yl)ethyl]-N-(2-methoxycarbonylethyl)-amine hydrochloride), O (water). Solvent: CO (methanol). Reaction conditions: time 5 minute. Yields the product Cl.O1CC(CC2=CC=CC=C12)CCNCCC(=O)O (N-[2-(chroman-3-yl)ethyl]-N-(2-carboxyethyl)-amine hydrochloride). Yield: 87.5%. Reaction SMILES: [OH-].[Na+].[ClH:3].[O:4]1[C:13]2[C:8](=[CH:9][CH:10]=[CH:11][CH:12]=2)[CH2:7][CH:6]([CH2:14][CH2:15][NH:16][CH2:17][CH2:18][C:19]([O:21]C)=[O:20])[CH2:5]1.O>CO>[ClH:3].[O:4]1[C:13]2[C:8](=[CH:9][CH:10]=[CH:11][CH:12]=2)[CH2:7][CH:6]([CH2:14][CH2:15][NH:16][CH2:17][CH2:18][C:19]([OH:21])=[O:20])[CH2:5]1 |f:0.1,2.3,6.7|. Procedure: 21 ml (42 mmol) of 2N sodium hydroxide solution are added at room temperature while stirring to a solution of 2.99 g (10 mmol) of N-[2-(chroman-3-yl)ethyl]-N-(2-methoxycarbonylethyl)-amine hydrochloride in 60 ml of methanol. After 5 minutes, 40 ml of water are added to the reaction mixture which is then stirred for 30 minutes at 50°-60°. After cooling, the mixture is concentrated by evaporation in vacuo. The residue is dissolved in 30 ml of water, and then 10 ml of hydrochloric acid (36% strengt...